From a dataset of the Open Reaction Database (ORD), a public repository of structured organic reaction records. describe an organic reaction: reactants, conditions, products, and yield The reactants are CCOC(OCC)OCC, CCCC(CS)(CS)CS, c1ccccc1. The product is CCCC12CSC(SC1)SC2. RXN SMILES: [CH:11]([O:12][CH2:13][CH3:14])([O:15][CH2:16][CH3:17])[O:18][CH2:19][CH3:20].[SH:1][CH2:2][C:3]([CH2:4][SH:5])([CH2:6][SH:7])[CH2:8][CH2:9][CH3:10].[cH:21]1[cH:22][cH:23][cH:24][cH:25][cH:26]1>>[S:1]1[CH2:2][C:3]2([CH2:8][CH2:9][CH3:10])[CH2:4][S:5][CH:11]1[S:7][CH2:6]2. Reactants: C1CCOC1, CC(=O)OC(C)=O, C=C[Mg+], [Cl-], O=Cc1cccs1. Product: C=CC(OC(C)=O)c1cccs1. Reaction SMILES: [CH2:19]1[O:20][CH2:21][CH2:22][CH2:23]1.[CH3:12][C:13](=[O:14])[O:15][C:16](=[O:17])[CH3:18].[CH:9](=[CH2:10])[Mg+:11].[Cl-:8].[s:1]1[c:2]([CH:6]=[O:7])[cH:3][cH:4][cH:5]1>>[s:1]1[c:2]([CH:6]([O:7][C:13]([CH3:12])=[O:14])[CH:9]=[CH2:10])[cH:3][cH:4][cH:5]1.